From a dataset of the Open Reaction Database (ORD), a public repository of structured organic reaction records. describe an organic reaction: reactants, conditions, products, and yield The reactants are C(C)(C)(C)C1=CC(=C(C=C1)O)[N+](=O)[O-] (4-t-butyl-2-nitro-phenol), N1CCOCC1 (morpholine), C=O (paraformaldehyde). Run in C(C)O (ethanol). The product is C(C)(C)(C)C1=CC(=C(C(=C1)[N+](=O)[O-])O)CN1CCOCC1 (4-tert-Butyl-2-morpholin-4-ylmethyl-6-nitro-phenol). Reaction SMILES: [C:1]([C:5]1[CH:10]=[CH:9][C:8]([OH:11])=[C:7]([N+:12]([O-:14])=[O:13])[CH:6]=1)([CH3:4])([CH3:3])[CH3:2].[NH:15]1[CH2:20][CH2:19][O:18][CH2:17][CH2:16]1.[CH2:21]=O>C(O)C>[C:1]([C:5]1[CH:6]=[C:7]([N+:12]([O-:14])=[O:13])[C:8]([OH:11])=[C:9]([CH2:21][N:15]2[CH2:20][CH2:19][O:18][CH2:17][CH2:16]2)[CH:10]=1)([CH3:4])([CH3:2])[CH3:3]. Procedure details: A solution of 4-t-butyl-2-nitro-phenol (980 mg, 5 mmol), morpholine (50 mmol) and paraformaldehyde (1.5 g, 50 mmol) in 20 mL ethanol was heated in a sealed vial at 95° C. for 6 hr. After removal of the solvent and morpholine, the residue was purified via silica gel column chromatography to afford 1.75 g target compound as a yellow solid.